Task: describe an organic reaction: reactants, conditions, products, and yield. Dataset: the Open Reaction Database (ORD), a public repository of structured organic reaction records Starting materials: O1CCOC2=C1C=CC(=C2)S(=O)(=O)N(CC(C)C)C[C@@H]2[C@@H](N(C(O2)(C)C)C(=O)O[C@H]2CO[C@H]1OCC[C@H]12)CC1=CC=C(C=C1)OCC1=NC=CC=C1 ((3R,3aS,6aR)-hexahydrofuro[2,3-b]furan-3-yl (4S,5R)-5-{[(2,3-dihydro-1,4-benzodioxin-6-ylsulfonyl)(isobutyl)amino]methy}-2,2-dimethyl-4-[4-(2-pyridinylmethoxy)benzyl]-1,3-oxazolidine-3-carboxylate), [OH-].[Na+] (sodium hydroxide). Solvent: C(C)(C)O (isopropanol), Cl (hydrochloric acid). Run at time 2 hour. The product is O1CCOC2=C1C=CC(=C2)S(=O)(=O)N(C[C@@H]([C@H](CC2=CC=C(C=C2)OCC2=NC=CC=C2)NC(O[C@H]2CO[C@H]1OCC[C@H]12)=O)O)CC(C)C ((3R,3aS,6aR)-hexahydrofuro[2,3-b]furan-3-yl (1S,2S)-3-[(2,3-dihydro-1,4-benzodioxin-6-ylsulfonyl)(isobutyl)amino]-2-hydroxy-1-[4-(2-pyridinylmethoxy)benzyl]propylcarbamate). Yield: 101.2%. RXN SMILES: [O:1]1[C:6]2[CH:7]=[CH:8][C:9]([S:11]([N:14]([CH2:19][C@H:20]3[O:24]C(C)(C)[N:22]([C:27]([O:29][C@@H:30]4[C@H:37]5[C@H:33]([O:34][CH2:35][CH2:36]5)[O:32][CH2:31]4)=[O:28])[C@H:21]3[CH2:38][C:39]3[CH:44]=[CH:43][C:42]([O:45][CH2:46][C:47]4[CH:52]=[CH:51][CH:50]=[CH:49][N:48]=4)=[CH:41][CH:40]=3)[CH2:15][CH:16]([CH3:18])[CH3:17])(=[O:13])=[O:12])=[CH:10][C:5]=2[O:4][CH2:3][CH2:2]1.[OH-].[Na+]>C(O)(C)C.Cl>[O:1]1[C:6]2[CH:7]=[CH:8][C:9]([S:11]([N:14]([CH2:15][CH:16]([CH3:18])[CH3:17])[CH2:19][C@H:20]([OH:24])[C@@H:21]([NH:22][C:27](=[O:28])[O:29][C@@H:30]3[C@H:37]4[C@H:33]([O:34][CH2:35][CH2:36]4)[O:32][CH2:31]3)[CH2:38][C:39]3[CH:40]=[CH:41][C:42]([O:45][CH2:46][C:47]4[CH:52]=[CH:51][CH:50]=[CH:49][N:48]=4)=[CH:43][CH:44]=3)(=[O:13])=[O:12])=[CH:10][C:5]=2[O:4][CH2:3][CH2:2]1 |f:1.2|. Procedure: 70 mg of (3R,3aS,6aR)-hexahydrofuro[2,3-b]furan-3-yl (4S,5R)-5-{[(2,3-dihydro-1,4-benzodioxin-6-ylsulfonyl)(isobutyl)amino]methy}-2,2-dimethyl-4-[4-(2-pyridinylmethoxy)benzyl]-1,3-oxazolidine-3-carboxylate were dissolved in 15 mL of isopropanol and 5 ml of concentrated hydrochloric acid. After 2 h, the reaction was treated with excess 3N sodium hydroxide and extracted with ethyl acetate. Evaporation of the solvent gave 67 mg of the desired product. 1H NMR: 08.3 (6H, dd), 1.4-1.8 (4H, m), 2.6-3.2... Reactants: C([O-])([O-])=O.[K+].[K+] (Potassium carbonate), C(C)(=O)O[C@H]1CO[C@H]2OCC[C@H]21 ((3R,3aS,6aR)-Hexahydrofuro[2,3-b]furan-3-yl acetate), resultant solution. Solvent: ClCCl (dichloromethane), CO (methanol). Run at temperature 30 celsius, time 7 hour. Product: O1C[C@@H]([C@H]2[C@@H]1OCC2)O ((3R,3aS,6aR)-Hexahydrofuro[2,3-b]furan-3-ol). Isolated yield 99.2%. RXN SMILES: C([O:4][C@@H:5]1[C@H:12]2[C@H:8]([O:9][CH2:10][CH2:11]2)[O:7][CH2:6]1)(=O)C.C(=O)([O-])[O-].[K+].[K+]>CO.ClCCl>[O:7]1[C@H:8]2[O:9][CH2:10][CH2:11][C@H:12]2[C@@H:5]([OH:4])[CH2:6]1 |f:1.2.3|. Reported procedure: (3R,3aS,6aR)-Hexahydrofuro[2,3-b]furan-3-yl acetate (II, 14.0 g) was dissolved in methanol (42 mL). Potassium carbonate (0.34 g) was added and stirred at 25-35° C. for 6-8 hours. Methanol Was distilled out completely under vacuum, to the distillate methylenedichloride (28 mL) was added, stirred the mass for 30 minutes and again distilled the solvent to get residue. Dissolved the residue in dichloromethane (56 mL), the resultant solution was treated with carbon and the solvent was completely dist... Reactants: N1=CC(=CC=C1)C(=O)C=1OC2=C(C1C)C=C(C=C2)Br (5-bromo-3-methylbenzofuran-2-yl pyrid-3-yl ketone), O.NN (hydrazine hydrate), [OH-].[K+] (potassium hydroxide). Run in C(CO)O (ethylene glycol). Run at temperature 120 celsius. The product is BrC=1C=CC2=C(C(=C(O2)CC=2C=NC=CC2)C)C1 (5-bromo-3-methyl-2-(3-pyridylmethyl)benzofuran). Isolated yield 78.4%. RXN SMILES: [N:1]1[CH:6]=[CH:5][CH:4]=[C:3]([C:7]([C:9]2[O:10][C:11]3[CH:18]=[CH:17][C:16]([Br:19])=[CH:15][C:12]=3[C:13]=2[CH3:14])=O)[CH:2]=1.O.NN.[OH-].[K+]>C(O)CO>[Br:19][C:16]1[CH:17]=[CH:18][C:11]2[O:10][C:9]([CH2:7][C:3]3[CH:2]=[N:1][CH:6]=[CH:5][CH:4]=3)=[C:13]([CH3:14])[C:12]=2[CH:15]=1 |f:1.2,3.4|. Procedure details: A mixture of 5-bromo-3-methylbenzofuran-2-yl pyrid-3-yl ketone free base (2.67 g) and hydrazine hydrate (1.80 g) in ethylene glycol (30 ml) was heated at 120° C. for 2.5 hours. The mixture was cooled, potassium hydroxide (1.80 g) was added and the temperature was raised to 120° again and maintained at this temperature for 1 hour. Dilution with water and ether extraction gave an oil which was chromatographed on silica gel. Elution with chloroform gave a solid which was crystallised from petrol (b... Starting materials: COCCCc1nc(C(F)F)ccc1C(=O)OC, CO, [Li+], [OH-], O, O. Product: COCCCc1nc(C(F)F)ccc1C(=O)O. RXN SMILES: [CH3:1][O:2][C:3]([c:4]1[c:5]([CH2:13][CH2:14][CH2:15][O:16][CH3:17])[n:6][c:7]([CH:10]([F:11])[F:12])[cH:8][cH:9]1)=[O:18].[CH3:23][OH:24].[Li+:21].[OH-:20].[OH2:19].[OH2:22]>>[O:2]=[C:3]([c:4]1[c:5]([CH2:13][CH2:14][CH2:15][O:16][CH3:17])[n:6][c:7]([CH:10]([F:11])[F:12])[cH:8][cH:9]1)[OH:18]. Reactants: COC=1C=C2CCCC(C2=CC1)=O (6-methoxy-1-tetralone), ice water. Run in Br (hydrobromic acid). Run at temperature 120 celsius, time 8 hour. The product is C(C1=CC=CC=C1)OC=1C=C2CCCC(C2=CC1)=O (6-Benzyloxy-3,4-dihydro-2H-naphthalen-1-one). Yield: 155.2%. As a reaction SMILES: [CH3:1][O:2][C:3]1[CH:4]=[C:5]2[C:10](=[CH:11][CH:12]=1)[C:9](=[O:13])[CH2:8][CH2:7][CH2:6]2>Br>[CH2:1]([O:2][C:3]1[CH:4]=[C:5]2[C:10](=[CH:11][CH:12]=1)[C:9](=[O:13])[CH2:8][CH2:7][CH2:6]2)[C:3]1[CH:4]=[CH:5][CH:10]=[CH:11][CH:12]=1. Procedure: A suspension of 6-methoxy-1-tetralone (99 g) in 48% hydrobromic acid (800 ml) was stirred overnight at 120° C. The reaction mixture was poured into ice water, the resulting solid was sequentially washed with water and hexane-diethyl ether system. To a solution of the resulting 6-hydroxy-3,4-dihydro-2H-naphthalen-1-one (76 g) in N,N-dimethylformamide (400 ml) were sequentially added potassium carbonate (76 g) and benzyl bromide (59 ml), and the solution was stirred for 4 hours at room temperature... Starting materials: [H-].[Na+] (sodium hydride), solution, [Cl-].[NH4+] (ammonium chloride), solution, CC(CO)C (2-methyl-1-propanol), ClC1=NC=NC(=C1)Cl (4,6-dichloropyrimidine), [H-].[Na+] (sodium hydride), solution, C(C#CC)O (2-butyn-1-ol). Run in O1CCCC1 (tetrahydrofuran), O1CCCC1 (tetrahydrofuran), O1CCCC1 (tetrahydrofuran). Reaction conditions: time 10 minute. Yields the product C(C#CC)OC1=NC=NC(=C1)OCC(C)C (4-(2-butynyloxy)-6-isobutyloxypyrimidine). Isolated yield 79.6%. RXN SMILES: [H-].[Na+].Cl[C:4]1[CH:9]=[C:8](Cl)[N:7]=[CH:6][N:5]=1.[CH2:11]([OH:15])[C:12]#[C:13][CH3:14].[Cl-].[NH4+].[CH3:18][CH:19]([CH3:22])[CH2:20][OH:21]>O1CCCC1>[CH2:11]([O:15][C:4]1[CH:9]=[C:8]([O:21][CH2:20][CH:19]([CH3:22])[CH3:18])[N:7]=[CH:6][N:5]=1)[C:12]#[C:13][CH3:14] |f:0.1,4.5|. Procedure: In 4 ml of tetrahydrofuran was suspended 0.11 g of sodium hydride (60% in oil), to which 0.4 ml of a solution containing 0.15 g of 2-methyl-1-propanol in tetrahydrofuran was added dropwise at 0° C., followed by stirring for 10 minutes. To this was added dropwise 0.4 ml of a solution containing 0.30 g of 4,6-dichloropyrimidine in tetrahydrofuran, followed by stirring at the same temperature for 2 hours. To this was added dropwise 0.4 ml of a solution containing 0.14 g of 2-butyn-1-ol at 0° C. and... Reactants: C(C)OC(=O)C1(CC2=CC=CC=C2C1)NC(C1=C(C(=CC=C1)Cl)OC(C)C)=O (2-(3-Chloro-2-isopropoxy-benzoylamino)-indan-2-carboxylic acid ethyl ester), [OH-].[K+] (KOH), O (water). The solvent is CCO (EtOH). Conditions: time 8 hour. Yields the product ClC=1C(=C(C(=O)NC2(CC3=CC=CC=C3C2)C(=O)O)C=CC1)OC(C)C (2-(3-Chloro-2-isopropoxy-benzoylamino)-indan-2-carboxylic acid). Yield: 106.1%. RXN SMILES: C([O:3][C:4]([C:6]1([NH:15][C:16](=[O:28])[C:17]2[CH:22]=[CH:21][CH:20]=[C:19]([Cl:23])[C:18]=2[O:24][CH:25]([CH3:27])[CH3:26])[CH2:14][C:13]2[C:8](=[CH:9][CH:10]=[CH:11][CH:12]=2)[CH2:7]1)=[O:5])C.[OH-].[K+].O>CCO>[Cl:23][C:19]1[C:18]([O:24][CH:25]([CH3:27])[CH3:26])=[C:17]([CH:22]=[CH:21][CH:20]=1)[C:16]([NH:15][C:6]1([C:4]([OH:5])=[O:3])[CH2:14][C:13]2[C:8](=[CH:9][CH:10]=[CH:11][CH:12]=2)[CH2:7]1)=[O:28] |f:1.2|. Procedure details: The mixture of 2-(3-chloro-2-isopropoxy-benzoylamino)-indan-2-carboxylic acid ethyl ester (15) (122 mg, 0.30 mmol) and KOH (500 mg, 8.9 mmol) is dissolved in EtOH (5 mL) and water (1 mL) under a water bath. The water bath is removed when KOH is completely dissolved and the resulting reaction solution is stirred at RT for 8 h. After concentration in vacuo, the residue is dissolved in water (20 mL) and acidified with conc. HCl until no more white precipitate came out of the water. The precipitate ...